Dataset: the Open Reaction Database (ORD), a public repository of structured organic reaction records. Task: describe an organic reaction: reactants, conditions, products, and yield Starting materials: [OH-].[Na+] (NaOH), COCC1=NC=NC(=C1C)O (4-Methoxymethyl-5-methyl-6-hydroxypyrimidine), P(=O)(Cl)(Cl)Cl (phosphorus oxychloride), ice water. The product is COCC1=NC=NC(=C1C)Cl (4-methoxymethyl-5-methyl-6-chloropyrimidine). As a reaction SMILES: [CH3:1][O:2][CH2:3][C:4]1[C:9]([CH3:10])=[C:8](O)[N:7]=[CH:6][N:5]=1.P(Cl)(Cl)([Cl:14])=O.[OH-].[Na+]>>[CH3:1][O:2][CH2:3][C:4]1[C:9]([CH3:10])=[C:8]([Cl:14])[N:7]=[CH:6][N:5]=1 |f:2.3|. Reported procedure: 4-Methoxymethyl-5-methyl-6-hydroxypyrimidine (38.40 g) was stirred with phosphorus oxychloride (275 ml) at room temperature for 24 hours. The mixture was stripped, ice/water added and the pH raised to 11.5 (NaOH). The solution was extracted with chloroform, extracts dried (MgSO4) and stripped to give 4-methoxymethyl-5-methyl-6-chloropyrimidine, 38.23 g, as an oil, which solidified on cooling to 5° (m.p. 37°-38°). It was used without further purification. Reactants: [Zn] (zinc), C(C1=CC=CC=C1)Br (benzyl bromide). The product is [Br-].C(C1=CC=CC=C1)[Zn+] (Benzylzinc bromide). Reaction SMILES: [Zn:1].[CH2:2]([Br:9])[C:3]1[CH:8]=[CH:7][CH:6]=[CH:5][CH:4]=1>>[Br-:9].[CH2:2]([Zn+:1])[C:3]1[CH:8]=[CH:7][CH:6]=[CH:5][CH:4]=1 |f:2.3|. Procedure: Using the procedure of Example 1, 2.9 g of electrolytic zinc and 4.8 ml of benzyl bromide were reacted. Reactants: C1=NC=CC2=CC(=CC=C12)C1=NN=C(O1)NC[C@H](CC1=CC=C(C=C1)C(F)(F)F)NC(OC(C)(C)C)=O (tert-Butyl(S)-1-(5-(isoquinolin-6-yl)-1,3,4-oxadiazol-2-ylamino)-3-(4-(trifluoromethyl)phenyl)propan-2-ylcarbamate), C(=O)(C(F)(F)F)O (TFA). The solvent is C(Cl)Cl (DCM). Yields the product N[C@H](CNC=1OC(=NN1)C=1C=C2C=CN=CC2=CC1)CC1=CC=C(C=C1)C(F)(F)F (N-((S)-2-Amino-3-(4-(trifluoromethyl)phenyl)propyl)-5-(isoquinolin-6-yl)-1,3,4-oxadiazol-2-amine). Isolated yield 62.0%. RXN SMILES: [CH:1]1[C:10]2[C:5](=[CH:6][C:7]([C:11]3[O:15][C:14]([NH:16][CH2:17][C@@H:18]([NH:30]C(=O)OC(C)(C)C)[CH2:19][C:20]4[CH:25]=[CH:24][C:23]([C:26]([F:29])([F:28])[F:27])=[CH:22][CH:21]=4)=[N:13][N:12]=3)=[CH:8][CH:9]=2)[CH:4]=[CH:3][N:2]=1.C(O)(C(F)(F)F)=O>C(Cl)Cl>[NH2:30][C@@H:18]([CH2:19][C:20]1[CH:25]=[CH:24][C:23]([C:26]([F:27])([F:29])[F:28])=[CH:22][CH:21]=1)[CH2:17][NH:16][C:14]1[O:15][C:11]([C:7]2[CH:6]=[C:5]3[C:10](=[CH:9][CH:8]=2)[CH:1]=[N:2][CH:3]=[CH:4]3)=[N:12][N:13]=1. Procedure: tert-Butyl(S)-1-(5-(isoquinolin-6-yl)-1,3,4-oxadiazol-2-ylamino)-3-(4-(trifluoromethyl)phenyl)propan-2-ylcarbamate (0.04 g, 0.078 mmol) was treated with 2 mL TFA in 2 mL DCM for 30 minutes. After removing the solvent, the remaining residue was made basic with 2M ammonia in MeOH and loaded on a preparative TLC plate. The TLC plate was developed with 5% 2M ammonia in MeOH in DCM. A white solid was obtained as the desired product (20 mg, 63%). LCMS (API-ES) m/z (%): 414.0 (100%, M++H); 1H NMR (400 ...